From a dataset of the Open Reaction Database (ORD), a public repository of structured organic reaction records. describe an organic reaction: reactants, conditions, products, and yield The solvent is C1(=CC=CC=C1)C (toluene). Yield: 75.1%. Starting materials: C=1(C(=CC=CC1)S(=O)(=O)O)C (toluenesulfonic acid), CC=1OCC(C1C(=O)OCC)(C(F)(F)F)O (Ethyl 2-methyl-4-hydroxy-4-trifluoromethyl-4,5-dihydrofuran-3-carboxylate). Procedure details: 10 g of the product of Stage A were heated for 7 hours at reflux in 50 ml of toluene in the presence of 0.5 g of toluenesulfonic acid and the mixture was allowed to return to room temperature. The solvent was evaporated and the residue was chromatographed on silica (eluent: 95/5 n-hexane/ethyl acetate) to obtain 6.95 g of the expected product. Reaction SMILES: [CH3:1][C:2]1[O:3][CH2:4][C:5](O)([C:12]([F:15])([F:14])[F:13])[C:6]=1[C:7]([O:9][CH2:10][CH3:11])=[O:8].C1(C)C(S(O)(=O)=O)=CC=CC=1>C1(C)C=CC=CC=1>[CH3:1][C:2]1[O:3][CH:4]=[C:5]([C:12]([F:14])([F:15])[F:13])[C:6]=1[C:7]([O:9][CH2:10][CH3:11])=[O:8]. Product: CC=1OC=C(C1C(=O)OCC)C(F)(F)F (Ethyl 2-methyl-4-trifluoromethyl-3-furancarboxylate).